The task is: describe an organic reaction: reactants, conditions, products, and yield. This data is from the Open Reaction Database (ORD), a public repository of structured organic reaction records. Reactants: CC(C)(C)n1nc(CCC=O)cc1-c1ccc(F)cc1, Cc1cccc(N2CCNCC2C)c1, CCN(C(C)C)C(C)C. Product: Cc1cccc(N2CCN(CCCc3cc(-c4ccc(F)cc4)n(C(C)(C)C)n3)CC2C)c1. Reaction SMILES: [C:1]([CH3:2])([CH3:3])([CH3:4])[n:5]1[n:6][c:7]([CH2:17][CH2:18][CH:19]=[O:20])[cH:8][c:9]1-[c:10]1[cH:11][cH:12][c:13]([F:16])[cH:14][cH:15]1.[CH3:21][CH:22]1[N:23]([c:28]2[cH:29][c:30]([CH3:34])[cH:31][cH:32][cH:33]2)[CH2:24][CH2:25][NH:26][CH2:27]1.[CH:35]([N:36]([CH2:37][CH3:38])[CH:39]([CH3:40])[CH3:41])([CH3:42])[CH3:43]>>[C:1]([CH3:2])([CH3:3])([CH3:4])[n:5]1[n:6][c:7]([CH2:17][CH2:18][CH2:19][N:26]2[CH2:25][CH2:24][N:23]([c:28]3[cH:29][c:30]([CH3:34])[cH:31][cH:32][cH:33]3)[CH:22]([CH3:21])[CH2:27]2)[cH:8][c:9]1-[c:10]1[cH:11][cH:12][c:13]([F:16])[cH:14][cH:15]1. Starting materials: CCCCCC1C(=O)CCC1C(C(C)=O)C(=O)OCC, O. Product: CCCCCC1C(=O)CCC1CC(C)=O. As a reaction SMILES: [CH2:1]([CH2:2][CH2:3][CH2:4][CH3:5])[CH:6]1[C:7](=[O:20])[CH2:8][CH2:9][CH:10]1[CH:11]([C:12]([CH3:13])=[O:14])[C:15]([O:16][CH2:17][CH3:18])=[O:19].[OH2:21]>>[CH2:1]([CH2:2][CH2:3][CH2:4][CH3:5])[CH:6]1[C:7](=[O:20])[CH2:8][CH2:9][CH:10]1[CH2:11][C:12]([CH3:13])=[O:14]. Reactants: BrC=1C=CC(=C(C=O)C1)F (5-bromo-2-fluorobenzaldehyde), [Si](C)(C)(C)C#N (TMSCN), CC#N (CH3CN). The reagents and catalysts are CN(C)C=1C=CN=CC1 (DMAP). Reaction conditions: time 3.75 hour. Yields the product BrC=1C=CC(=C(C1)C(C#N)O[Si](C)(C)C)F (2-(5-bromo-2-fluorophenyl)-2-(trimethylsilyloxy)acetonitrile). Reaction SMILES: [Br:1][C:2]1[CH:3]=[CH:4][C:5]([F:10])=[C:6]([CH:9]=1)[CH:7]=[O:8].[Si:11](C#N)([CH3:14])([CH3:13])[CH3:12].C[C:18]#[N:19]>CN(C1C=CN=CC=1)C>[Br:1][C:2]1[CH:3]=[CH:4][C:5]([F:10])=[C:6]([CH:7]([O:8][Si:11]([CH3:14])([CH3:13])[CH3:12])[C:18]#[N:19])[CH:9]=1. Reported procedure: To a solution of 5-bromo-2-fluorobenzaldehyde (3.4160 g, 16.8 mmol) and DMAP (0.0256 g, 0.21 mmol, 0.012 equiv) in CH3CN (35 mL) was added TMSCN (1.8885 g, 19.0 mmol, 1.13 equiv) dropwise via a syringe under nitrogen at room temperature. After 3.75 h, the solvent was removed under reduced pressure. The crude product was directly used in the next step without further purification. Reactants: residue, [OH-].[K+] (potassium hydroxide), [H-].[Na+] (sodium hydride), ClC1=C(C(=O)C(C(=O)OCC)=CNC2CC2)C=C(C(=C1)Cl)F (ethyl 2-(2,4-dichloro-5-fluoro-benzoyl)-3-cyclopropylamino-acrylate). Solvent: O1CCOCC1 (dioxane), O1CCOCC1 (dioxane), O (water). Product: ClC1=C(C=C2C(C(=CN(C2=C1)C1CC1)C(=O)O)=O)F (7-chloro-1-cyclopropyl-6-fluoro-1,4-dihydro-4-oxo-3-quinolinecarboxylic acid). The yield is 106.7%. Reaction SMILES: [H-].[Na+].Cl[C:4]1[CH:22]=[C:21]([Cl:23])[C:20]([F:24])=[CH:19][C:5]=1[C:6]([C:8](=[CH:14][NH:15][CH:16]1[CH2:18][CH2:17]1)[C:9]([O:11]CC)=[O:10])=[O:7].[OH-].[K+]>O1CCOCC1.O>[Cl:23][C:21]1[CH:22]=[C:4]2[C:5]([C:6](=[O:7])[C:8]([C:9]([OH:11])=[O:10])=[CH:14][N:15]2[CH:16]2[CH2:18][CH2:17]2)=[CH:19][C:20]=1[F:24] |f:0.1,3.4|. Reported procedure: 3.44 g of 80% pure sodium hydride are added in portions to a solution of 31.9 g of ethyl 2-(2,4-dichloro-5-fluoro-benzoyl)-3-cyclopropylamino-acrylate (6) in 100 ml of anhydrous dioxane, while cooling with ice and stirring. The mixture is then stirred at room temperature for 30 minutes and under reflux for 2 hours and the dioxane is stripped off in vacuo. The residue (40.3 g) is suspended in 150 ml of water, 6.65 g of potassium hydroxide are added and the mixture is refluxed for 1.5 hours. The w...